From a dataset of the Open Reaction Database (ORD), a public repository of structured organic reaction records. describe an organic reaction: reactants, conditions, products, and yield Starting materials: NC=1C=C(C=CC1)C=1N=C(NN1)C1N(CCCC1)C(COC1=CC=CC=C1)=O (1-{2-[5-(3-Amino-phenyl)-2H-[1,2,4]triazol-3-yl]-piperidin-1-yl}-2-phenoxy-ethanone), BrCCC(=O)Cl (3-Bromo-propionyl chloride). Run in CCN(C(C)C)C(C)C (DIPEA). Reaction conditions: time 30 minute. The product is O(C1=CC=CC=C1)CC(=O)N1[C@H](CCCC1)C1=NC(=NN1)C=1C=C(C=CC1)N1C(CC1)=O (1-(3-{5-[(R)-1-(2-Phenoxy-acetyl)-piperidin-2-yl]-1H-[1,2,4]triazol-3-yl}-phenyl)-azetidin-2-one). Reaction SMILES: [NH2:1][C:2]1[CH:3]=[C:4]([C:8]2[N:9]=[C:10]([CH:13]3[CH2:18][CH2:17][CH2:16][CH2:15][N:14]3[C:19](=[O:28])[CH2:20][O:21][C:22]3[CH:27]=[CH:26][CH:25]=[CH:24][CH:23]=3)[NH:11][N:12]=2)[CH:5]=[CH:6][CH:7]=1.Br[CH2:30][CH2:31][C:32](Cl)=[O:33]>CCN(C(C)C)C(C)C>[O:21]([CH2:20][C:19]([N:14]1[CH2:15][CH2:16][CH2:17][CH2:18][C@@H:13]1[C:10]1[NH:11][N:12]=[C:8]([C:4]2[CH:3]=[C:2]([N:1]3[CH2:30][CH2:31][C:32]3=[O:33])[CH:7]=[CH:6][CH:5]=2)[N:9]=1)=[O:28])[C:22]1[CH:23]=[CH:24][CH:25]=[CH:26][CH:27]=1. Reported procedure: 75 mg of 1-{2-[5-(3-Amino-phenyl)-2H-[1,2,4]triazol-3-yl]-piperidin-1-yl}-2-phenoxy-ethanone were dissolved in MDF and 40 ul DIPEA added. 34 mg of 3-Bromo-propionyl chloride were added at 0° C. and the reaction warmed up to rt and stirred for another 30 min. The reaction mixture was heated to 120° C. using microwave heating and the product was isolated via preparative HPLC. The reactants are CC(C)(OC(=O)N[C@@H](CC1=CC=C(C=C1)O)C(=O)N[C@H](CCSC)C(=O)O)C (N-[N-[(1,1-dimethylethoxy)carbonyl]-L-tyrosyl]-D-methionine), 3, C1(=CC=CC=C1)CCCN (phenylpropyl amine), CN1CCCCC1 (N-methylpiperidine). Solvent: C(Cl)Cl (CH2Cl2). Conditions: temperature 0 celsius. The product is CC(C)(OC(=O)N[C@@H](CC1=CC=C(C=C1)O)C(=O)N[C@H](CCSC)C(=O)NCCCC1=CC=CC=C1)C (N-[(1,1-dimethylethoxy)carbonyl]-L-tyrosyl-N-(3-phenylpropyl)-D-methioninamide), solid. As a reaction SMILES: [CH3:1][C:2]([CH3:28])([O:4][C:5]([NH:7][C@H:8]([C:17]([NH:19][C@@H:20]([C:25]([OH:27])=O)[CH2:21][CH2:22][S:23][CH3:24])=[O:18])[CH2:9][C:10]1[CH:15]=[CH:14][C:13]([OH:16])=[CH:12][CH:11]=1)=[O:6])[CH3:3].CN1CCCCC1.[C:36]1([CH2:42][CH2:43][CH2:44][NH2:45])[CH:41]=[CH:40][CH:39]=[CH:38][CH:37]=1>C(Cl)Cl>[CH3:3][C:2]([CH3:1])([O:4][C:5]([NH:7][C@H:8]([C:17]([NH:19][C@@H:20]([C:25]([NH:45][CH2:44][CH2:43][CH2:42][C:36]1[CH:41]=[CH:40][CH:39]=[CH:38][CH:37]=1)=[O:27])[CH2:21][CH2:22][S:23][CH3:24])=[O:18])[CH2:9][C:10]1[CH:15]=[CH:14][C:13]([OH:16])=[CH:12][CH:11]=1)=[O:6])[CH3:28]. Reported procedure: The title product of Example 2 (7.4 g, 17.9 mmol) dissolved in 75 ml of CH2Cl2 was flushed with Ar and cooled to 0° C. N-methylpiperidine (NMP, 2.2 ml, 17.9 mmol) was added to the reaction before it was cooled to -78° C. and charged with 2.5 ml (17.9 mmol) of IBCF. The reaction was allowed to warm to -15°, maintained at this temperature for 15 min., cooled to -78°, and charged with 2.4 g (17.9 mmol) of 3 phenylpropyl amine (PPA). The crude product, obtained after a reaction work up by the method...